This data is from the Open Reaction Database (ORD), a public repository of structured organic reaction records. The task is: describe an organic reaction: reactants, conditions, products, and yield Starting materials: ClC=1C=C(C=C(C1)Cl)NCC(=O)N1C[C@H](CCC1)N(C=1C2=C(N=CN1)N(C=C2)S(=O)(=O)C2=CC=C(C)C=C2)CC ((S)-2-(3,5-dichlorophenylamino)-1-(3-(ethyl(7-tosyl-7H-pyrrolo[2,3-d]pyrimidin-4-yl)amino)piperidin-1-yl) ethanone), C(=O)([O-])[O-].[K+].[K+] (K2CO3), CO (MeOH). Run in C(Cl)Cl (CH2Cl2), CO.O (MeOH H2O). Reaction conditions: temperature 60 celsius. Yields the product ClC=1C=C(C=C(C1)Cl)NCC(=O)N1C[C@H](CCC1)N(C=1C2=C(N=CN1)NC=C2)CC ((S)-2-(3,5-dichlorophenylamino)-1-(3-(ethyl(7H-pyrrolo[2,3-d]pyrimidin-4-yl)amino)piperidin-1-yl)ethanone). Isolated yield 50.8%. RXN SMILES: [Cl:1][C:2]1[CH:3]=[C:4]([NH:9][CH2:10][C:11]([N:13]2[CH2:18][CH2:17][CH2:16][C@H:15]([N:19]([CH2:39][CH3:40])[C:20]3[C:21]4[CH:28]=[CH:27][N:26](S(C5C=CC(C)=CC=5)(=O)=O)[C:22]=4[N:23]=[CH:24][N:25]=3)[CH2:14]2)=[O:12])[CH:5]=[C:6]([Cl:8])[CH:7]=1.C([O-])([O-])=O.[K+].[K+].CO>CO.O.C(Cl)Cl>[Cl:8][C:6]1[CH:5]=[C:4]([NH:9][CH2:10][C:11]([N:13]2[CH2:18][CH2:17][CH2:16][C@H:15]([N:19]([CH2:39][CH3:40])[C:20]3[C:21]4[CH:28]=[CH:27][NH:26][C:22]=4[N:23]=[CH:24][N:25]=3)[CH2:14]2)=[O:12])[CH:3]=[C:2]([Cl:1])[CH:7]=1 |f:1.2.3,5.6|. Procedure details: To a solution of (S)-2-(3,5-dichlorophenylamino)-1-(3-(ethyl(7-tosyl-7H-pyrrolo[2,3-d]pyrimidin-4-yl)amino)piperidin-1-yl) ethanone (70 mg, 0.11 mmol) in MeOH:H2O (4:1, 10 mL), K2CO3 (48 mg, 0.35 mmol) was added and the reaction mixture was heated at 60° C. for 1 h, the reaction was monitored by TLC. After completion of reaction, the reaction mixture was concentrated under vacuo to give a residue. The residue triturated with 10% MeOH in EtOAc (15 mL), the suspension was filtrated, the filtrate w... Starting materials: [Si](C)(C)(C(C)(C)C)OC=1C(=C(C2=C(SCO2)C1C)C)C (5-t-butyldimethylsilyloxy-4,6,7-trimethyl-1,3-benzoxathiole), ClC1=CC(=CC=C1)C(=O)OO (m-chloroperbenzoic acid), C([O-])(O)=O.[Na+] (sodium bicarbonate). The solvent is C(Cl)Cl (methylene chloride). Conditions: time 1 hour. Product: [Si](C)(C)(C(C)(C)C)OC=1C(=C(C2=C(S(CO2)=O)C1C)C)C (5-t-Butyldimethylsilyloxy-4,6,7-trimethyl-1,3-benzoxathiole-3-oxide). RXN SMILES: [Si:1]([O:8][C:9]1[C:10]([CH3:20])=[C:11]([CH3:19])[C:12]2[O:16][CH2:15][S:14][C:13]=2[C:17]=1[CH3:18])([C:4]([CH3:7])([CH3:6])[CH3:5])([CH3:3])[CH3:2].ClC1C=CC=C(C(OO)=[O:29])C=1.C(=O)(O)[O-].[Na+]>C(Cl)Cl>[Si:1]([O:8][C:9]1[C:10]([CH3:20])=[C:11]([CH3:19])[C:12]2[O:16][CH2:15][S:14](=[O:29])[C:13]=2[C:17]=1[CH3:18])([C:4]([CH3:7])([CH3:6])[CH3:5])([CH3:2])[CH3:3] |f:2.3|. Procedure: The whole of the 5-t-butyldimethylsilyloxy-4,6,7-trimethyl-1,3-benzoxathiole obtained as described in Example 92 was dissolved in 100 ml of methylene chloride, and 0.99 g of m-chloroperbenzoic acid was added, with ice cooling, to the resulting solution. The reaction mixture was then stirred for 1 hour at the same temperature, after which it was poured into a saturated aqueous solution of sodium bicarbonate, extracted with chloroform, washed with water and dried over anhydrous sodium sulfate. The... Reactants: CC1(NC(CC(C1)N1C(C=2C(C1=O)=CC(=CC2)C(=O)O)=O)(C)C)C (N-(2,2,6,6-tetramethyl-4-piperidinyl)-4-carboxyphthalimide), C1C(C2=CC=CC=C2)O1 (styrene oxide), CN(C=O)C (dimethylformamide). The solvent is C(Cl)Cl (methylene chloride). Product: CC1(NC(CC(C1)N1C(C=2C(C1=O)=CC(=CC2)C(=O)OCC(C2=CC=CC=C2)O)=O)(C)C)C (N-(2,2,6,6-tetramethyl-4-piperidinyl)-4-[(2-hydroxy-2-phenylethoxy)carbonyl]phthalimide). As a reaction SMILES: [CH3:1][C:2]1([CH3:24])[CH2:7][CH:6]([N:8]2[C:12](=[O:13])[C:11]3=[CH:14][C:15]([C:18]([OH:20])=[O:19])=[CH:16][CH:17]=[C:10]3[C:9]2=[O:21])[CH2:5][C:4]([CH3:23])([CH3:22])[NH:3]1.[CH2:25]1[O:33][CH:26]1[C:27]1[CH:32]=[CH:31][CH:30]=[CH:29][CH:28]=1.CN(C)C=O>C(Cl)Cl>[CH3:22][C:4]1([CH3:23])[CH2:5][CH:6]([N:8]2[C:12](=[O:13])[C:11]3=[CH:14][C:15]([C:18]([O:20][CH2:25][CH:26]([OH:33])[C:27]4[CH:32]=[CH:31][CH:30]=[CH:29][CH:28]=4)=[O:19])=[CH:16][CH:17]=[C:10]3[C:9]2=[O:21])[CH2:7][C:2]([CH3:24])([CH3:1])[NH:3]1. Reported procedure: Into a 125 ml reaction flask equipped with a magnetic stirrer, thermometer, condenser and nitrogen atmosphere were placed the HALS of Example 1 (5.0 g, 0.015 mol), styrene oxide (1.6 g, 0.013 mol), Adogen™ 464 (Ashland Chemical Co.) (0.15 g) and 60 ml of dimethylformamide. The reaction was refluxed for 5 hours then cooled. The mixture was transferred to a separatory funnel with 100 ml methylene chloride and washed with 200 ml of 2.5% sodium hydroxide. Additional methylene chloride, 100 ml, was a... Starting materials: ClCC(=O)N[C@H]1CC(=O)OC1=O (N-chloroacetyl-L-aspartic acid anhydride), N[C@@H](CC1=CC=CC=C1)C(=O)OC (methyl L-phenylalaninate). The solvent is ClC(C)Cl (dichloroethane), C(C)(=O)O (acetic acid). Reaction conditions: temperature -5 celsius, time 1 hour. Product: COC(=O)[C@H](CC1=CC=CC=C1)NC(=O)[C@H](CC(=O)O)N.Cl (aspartame hydrochloride). The yield is 48.0%. Reaction SMILES: [Cl:1]CC([NH:5][C@@H:6]1[C:11](=[O:12])[O:10][C:8](=[O:9])[CH2:7]1)=O.[NH2:13][C@H:14]([C:22]([O:24][CH3:25])=[O:23])[CH2:15][C:16]1[CH:21]=[CH:20][CH:19]=[CH:18][CH:17]=1>ClC(Cl)C.C(O)(=O)C>[CH3:25][O:24][C:22]([C@@H:14]([NH:13][C:11]([C@@H:6]([NH2:5])[CH2:7][C:8]([OH:10])=[O:9])=[O:12])[CH2:15][C:16]1[CH:21]=[CH:20][CH:19]=[CH:18][CH:17]=1)=[O:23].[ClH:1] |f:4.5|. Procedure details: 150 Grams of N-chloroacetyl-L-aspartic acid anhydride are quickly added, at -5° C., to the solution of 140 grams of methyl L-phenylalaninate in 400 ml of dichloroethane plus 200 ml of acetic acid. The mixture is stirred for 1 hour at -5° C.; the temperature is then raised, in 2 hours, to 15° C., then, in 30 minutes, to 40° C. The dichloroethane is evaporated under vacuum; 500 ml of methanol and 60 grams of thiourea are added and the mixture is refluxed for 3 hours. After cooling to 20° C., 200 m... Reaction SMILES: [C:12]([NH2:13])([O:14][CH2:15][c:16]1[cH:17][cH:18][cH:19][cH:20][cH:21]1)=[O:22].[C:1](#[N:2])[c:3]1[cH:4][cH:5][c:6]([CH2:9][CH:10]=[O:11])[cH:7][cH:8]1.[CH3:49][c:50]1[cH:51][cH:52][cH:53][cH:54][cH:55]1.[CH3:56][S:57]([CH3:58])=[O:59].[CH3:60][C:61](=[O:62])[OH:63].[NH2:45][C:46](=[O:47])[O-:48].[c:23]1([O:29][P:30]([O:31][c:32]2[cH:33][cH:34][cH:35][cH:36][cH:37]2)[O:38][c:39]2[cH:40][cH:41][cH:42][cH:43][cH:44]2)[cH:24][cH:25][cH:26][cH:27][cH:28]1>>[C:1](#[N:2])[c:3]1[cH:4][cH:5][c:6]([CH2:9][CH:10]([NH:13][C:12]([O:14][CH2:15][c:16]2[cH:17][cH:18][cH:19][cH:20][cH:21]2)=[O:22])[P:30]([O:29][c:23]2[cH:24][cH:25][cH:26][cH:27][cH:28]2)([O:31][c:32]2[cH:33][cH:34][cH:35][cH:36][cH:37]2)=[O:38])[cH:7][cH:8]1. Reactants: NC(=O)OCc1ccccc1, N#Cc1ccc(CC=O)cc1, Cc1ccccc1, CS(C)=O, CC(=O)O, NC(=O)[O-], c1ccc(OP(Oc2ccccc2)Oc2ccccc2)cc1. The product is N#Cc1ccc(CC(NC(=O)OCc2ccccc2)P(=O)(Oc2ccccc2)Oc2ccccc2)cc1. Product: C(C1=CC=CC=C1)OC(CO[C@H]1[C@@H]([C@@H](OC(C)=O)[C@H](OC(C)=O)[C@H](O1)COC(C)=O)NC(C)=O)=O (2-(2-acetylamino-3,4,6-tri-O-acetyl-2-deoxy-β-D-glucopyranosyloxy)-acetic acid benzyl ester). Run in C(Cl)(Cl)Cl (chloroform), C(Cl)Cl (methylene chloride), C(Cl)Cl (methylene chloride). The reagents and catalysts are [Fe](Cl)(Cl)Cl (iron(III) chloride). Procedure details: A solution of 600 mg (1.82 mmol) of 2-methyl-(3,4,6-tri-O-acetyl-1,2-dideoxy-α-D-glucopyrano)-[2,1-d]-2-oxazoline of the formula ##STR13## [prepared according to V. K. Srivastava, Carbohydrate Research 103, 286 (1982)]and 605 mg (3.64 mmol) of glycolic acid benzyl ester in 6 ml of methylene chloride is added to a solution of 300 mg (1.85 mmol) of iron(III) chloride (anhydrous) in 6 ml of absolute methylene chloride and the whole is stirred for 21 hours at 22°. 8 ml of cold, saturated sodium bica... Starting materials: CC1=N[C@@H]2[C@H]([C@@H]([C@H](O[C@@H]2O1)COC(=O)C)OC(=O)C)OC(=O)C (2-methyl-(3,4,6-tri-O-acetyl-1,2-dideoxy-α-D-glucopyrano)-[2,1-d]-2-oxazoline), C([O-])(O)=O.[Na+] (sodium bicarbonate), Carbohydrate, (1982)]and, C(C1=CC=CC=C1)OC(CO)=O (glycolic acid benzyl ester). Run at time 21 hour. As a reaction SMILES: [CH3:1][C:2]1[O:10][C@@H:9]2[C@@H:4]([C@@H:5]([O:20][C:21]([CH3:23])=[O:22])[C@H:6]([O:16][C:17]([CH3:19])=[O:18])[C@@H:7]([CH2:11][O:12][C:13]([CH3:15])=[O:14])[O:8]2)[N:3]=1.[CH2:24]([O:31][C:32](=[O:35])[CH2:33][OH:34])[C:25]1[CH:30]=[CH:29][CH:28]=[CH:27][CH:26]=1.C(=O)(O)[O-].[Na+]>C(Cl)Cl.C(Cl)(Cl)Cl.[Fe](Cl)(Cl)Cl>[CH2:24]([O:31][C:32](=[O:35])[CH2:33][O:34][C@@H:9]1[O:8][C@H:7]([CH2:11][O:12][C:13](=[O:14])[CH3:15])[C@@H:6]([O:16][C:17](=[O:18])[CH3:19])[C@H:5]([O:20][C:21](=[O:22])[CH3:23])[C@H:4]1[NH:3][C:2](=[O:10])[CH3:1])[C:25]1[CH:30]=[CH:29][CH:28]=[CH:27][CH:26]=1 |f:2.3|.